Dataset: the Open Reaction Database (ORD), a public repository of structured organic reaction records. Task: describe an organic reaction: reactants, conditions, products, and yield Starting materials: chloromethylated styrene, N[C@@H](CCCNC(N[N+](=O)[O-])=N)C(=O)O (Arg(NO2)), Boc-Asp-(ONb)-OH, C1(=CC=CC=C1)OC.F (hydrogen fluoride anisole). Run at time 7 hour. The product is N[C@@H](CCCN)C(=O)O (ornithine). As a reaction SMILES: C1(OC)C=CC=CC=1.F.[NH2:10][C@H:11]([C:22]([OH:24])=[O:23])[CH2:12][CH2:13][CH2:14][NH:15]C(=N)N[N+]([O-])=O>>[NH2:10][C@H:11]([C:22]([OH:24])=[O:23])[CH2:12][CH2:13][CH2:14][NH2:15] |f:0.1|. Reported procedure: On this basis Suzuki et al. first carried out a solid-phase synthesis, in which a Boc-Asp(ONb)-Ser(Bzl)-Asp(ONb)-Pro-Arg(NO2) resin was produced stepwise from Boc-Arg(NO2)-OH, which was esterified to a chloromethylated styrene-copolymer resin, coupling with Boc-Asp-(ONb)-OH being performed in the last step. The resin was treated in traditional manner with a hydrogen fluoride anisole mixture, and the crude peptide obtained was hydrogenated for 7 hours to remove the (ONb) groups from Asp in the pr... Yields the product NC=1NC2=C(N1)C=C(C(=C2Cl)Cl)Cl (2-Amino-4,5,6-trichlorobenzimidazole). Run at time 2 hour. Starting materials: BrC#N.CC#N (BrCN MeCN), ClC=1C(=C(C=C(C1Cl)Cl)N)N (3,4,5-trichloro-1,2-phenylenediamine). Run in O (H2O), CO (MeOH). Procedure: To a stirred solution of 3.62 mL of 5M BrCN/MeCN in 35 mL of H2O, was added dropwise a solution of 3,4,5-trichloro-1,2-phenylenediamine (13a) (3.478 g, 16.446 mmol) in 35 mL of MeOH. After the addition had been completed, stirring was continued at room temperature for 2 hr. The reaction mixture was concentrated to ~35 mL and was washed with EtOAc (50 mL). The EtOAc phase was extracted with H2O (50 mL). The combined H2O phase was neutralized with sat. NaHCO3 solution to ~pH 8 and the resulting su... Reaction SMILES: Br[C:2]#[N:3].CC#N.[Cl:7][C:8]1[C:9]([NH2:17])=[C:10]([NH2:16])[CH:11]=[C:12]([Cl:15])[C:13]=1[Cl:14]>O.CO>[NH2:3][C:2]1[NH:17][C:9]2[C:8]([Cl:7])=[C:13]([Cl:14])[C:12]([Cl:15])=[CH:11][C:10]=2[N:16]=1 |f:0.1|.